Dataset: the Open Reaction Database (ORD), a public repository of structured organic reaction records. Task: describe an organic reaction: reactants, conditions, products, and yield Reactants: BrCCCCBr (1,4-dibromo-butane), ClC1=NC(=C2N=CN(C2=N1)C1OCCCC1)N1CCOCC1 (4-(2-chloro-9-(tetrahydro-2H-pyran-2-yl)-9H-purin-6-yl)morpholine), CN(CCN(C)C)C (N,N,N′,N′-tetramethylethylenediamine), C(CCC)[Li] (n-Butyllithium), CCCCCC (hexane). Solvent: C1CCOC1 (THF). Run at temperature 0 celsius, time 30 minute. The product is BrCCCCC=1N(C2=NC(=NC(=C2N1)N1CCOCC1)Cl)C1OCCCC1 (4-(8-(4-bromobutyl)-2-chloro-9-(tetrahydro-2H-pyran-2-yl)-9H-purin-6-yl)morpholine). The yield is 16.0%. RXN SMILES: [Cl:1][C:2]1[N:10]=[C:9]2[C:5]([N:6]=[CH:7][N:8]2[CH:11]2[CH2:16][CH2:15][CH2:14][CH2:13][O:12]2)=[C:4]([N:17]2[CH2:22][CH2:21][O:20][CH2:19][CH2:18]2)[N:3]=1.CN(C)CCN(C)C.C([Li])CCC.CCCCCC.[Br:42][CH2:43][CH2:44][CH2:45][CH2:46]Br>C1COCC1>[Br:42][CH2:43][CH2:44][CH2:45][CH2:46][C:7]1[N:8]([CH:11]2[CH2:16][CH2:15][CH2:14][CH2:13][O:12]2)[C:9]2[C:5]([N:6]=1)=[C:4]([N:17]1[CH2:22][CH2:21][O:20][CH2:19][CH2:18]1)[N:3]=[C:2]([Cl:1])[N:10]=2. Procedure: A solution of 4-(2-chloro-9-(tetrahydro-2H-pyran-2-yl)-9H-purin-6-yl)morpholine (Example 118) (5.0 g, 15 mmol) and N,N,N′,N′-tetramethylethylenediamine (3.5 mL, 23 mmol) in THF (110 mL) was cooled to −42° C. and treated with a solution of 2.5M n-Butyllithium in hexane (22 mL, 54 mmol) drop-wise over 5 minutes. After 30 minutes at −42° C., 1,4-dibromo-butane (8.9 mL, 75 mmol) was added and the reaction mixture was slowly warmed to 0° C. over 1 hr and then warmed to ambient temperature for 90 minu... Starting materials: C1CCOC1, CC1(CN=[N+]=[N-])NC(=O)N(c2ccc(Cl)c(C(F)(F)F)c2)C1=O, O, c1ccc(P(c2ccccc2)c2ccccc2)cc1. Product: CC1(CN)NC(=O)N(c2ccc(Cl)c(C(F)(F)F)c2)C1=O. RXN SMILES: [CH2:43]1[O:44][CH2:45][CH2:46][CH2:47]1.[N:1](=[N+:2]=[N-:3])[CH2:4][C:5]1([CH3:23])[C:6](=[O:22])[N:7]([c:11]2[cH:12][c:13]([C:18]([F:19])([F:20])[F:21])[c:14]([Cl:17])[cH:15][cH:16]2)[C:8](=[O:10])[NH:9]1.[OH2:48].[c:24]1([P:25]([c:26]2[cH:27][cH:28][cH:29][cH:30][cH:31]2)[c:32]2[cH:33][cH:34][cH:35][cH:36][cH:37]2)[cH:38][cH:39][cH:40][cH:41][cH:42]1>>[NH2:1][CH2:4][C:5]1([CH3:23])[C:6](=[O:22])[N:7]([c:11]2[cH:12][c:13]([C:18]([F:19])([F:20])[F:21])[c:14]([Cl:17])[cH:15][cH:16]2)[C:8](=[O:10])[NH:9]1. The reactants are O.COC=1C=C2C(C(C(C2=CC1)=O)=O)=O (5-methoxyindan-1,2,3-trione, monohydrate), Cl.C1(=CC=CC=C1)NC(NN)=S (4-phenyl thiosemicarbazide hydrochloride). Yields the product COC=1C=C2C(C(C(C2=CC1)=O)=NNC(=S)NC1=CC=CC=C1)=O (5-methoxy-2-(4-phenylthiosemicarbazono)-indan-1,3-dione). As a reaction SMILES: O.[CH3:2][O:3][C:4]1[CH:5]=[C:6]2[C:10](=[CH:11][CH:12]=1)[C:9](=[O:13])[C:8](=O)[C:7]2=[O:15].Cl.[C:17]1([NH:23][C:24](=[S:27])[NH:25][NH2:26])[CH:22]=[CH:21][CH:20]=[CH:19][CH:18]=1>>[CH3:2][O:3][C:4]1[CH:5]=[C:6]2[C:10](=[CH:11][CH:12]=1)[C:9](=[O:13])[C:8](=[N:26][NH:25][C:24]([NH:23][C:17]1[CH:18]=[CH:19][CH:20]=[CH:21][CH:22]=1)=[S:27])[C:7]2=[O:15] |f:0.1,2.3|. Procedure details: 5-methoxyindan-1,2,3-trione, monohydrate, 4-phenyl thiosemicarbazide hydrochloride